From a dataset of the Open Reaction Database (ORD), a public repository of structured organic reaction records. describe an organic reaction: reactants, conditions, products, and yield Yields the product C(C1=CC=CC=C1)C1=CC=C(O1)C(NC(C(CCC1=CC=CC=C1)CS)=O)C(=O)O (2-[(5-Benzyl)furan-2-yl]-N-[2-(mercaptomethyl)-4-phenylbutyryl]glycine). Procedure: The title compound was prepared from 2-[(5-benzyl)furan-2-yl]-N-[2-(acetylthiomethyl)-4-phenylbutyryl]glycine ethyl ester (Description 43) by the procedure described in Example 24. vmax (CHCl3) 3430, 3294, 1727, 1662 cm-1. δ (CD3SOCD3) 1.70-1.80 (2H, m), 2.40-2.74 (5H, m), 3.90 and 3.94 (2H, two s's), 5.30-5.35 (1H, m), 5.99-6.02 (1H, m), 6.22 and 6.26 (1H, two d's, J 4.10 Hz), 7.09-7.32 (10H, m), 8.48 (1H, d, J 6.98 Hz), m/z 423 (M+). [Found (HRMS): 423.1503. Calc for C24H25NO4S; 423.1504]. Reaction SMILES: C([O:3][C:4](=[O:35])[CH:5]([C:23]1[O:24][C:25]([CH2:28][C:29]2[CH:34]=[CH:33][CH:32]=[CH:31][CH:30]=2)=[CH:26][CH:27]=1)[NH:6][C:7](=[O:22])[CH:8]([CH2:17][S:18]C(=O)C)[CH2:9][CH2:10][C:11]1[CH:16]=[CH:15][CH:14]=[CH:13][CH:12]=1)C>C(Cl)(Cl)Cl>[CH2:28]([C:25]1[O:24][C:23]([CH:5]([C:4]([OH:35])=[O:3])[NH:6][C:7](=[O:22])[CH:8]([CH2:17][SH:18])[CH2:9][CH2:10][C:11]2[CH:12]=[CH:13][CH:14]=[CH:15][CH:16]=2)=[CH:27][CH:26]=1)[C:29]1[CH:30]=[CH:31][CH:32]=[CH:33][CH:34]=1. The solvent is C(Cl)(Cl)Cl (CHCl3). Starting materials: C(C)OC(C(NC(C(CCC1=CC=CC=C1)CSC(C)=O)=O)C=1OC(=CC1)CC1=CC=CC=C1)=O (2-[(5-benzyl)furan-2-yl]-N-[2-(acetylthiomethyl)-4-phenylbutyryl]glycine ethyl ester). The reactants are C(C1=CC=CC=C1)N(CCOC1=NC=C(C=C1)C(N)=O)CC(COC1=C(C=CC=C1)OC)O (1-[N-benzyl-N-[2-(5-carbamoyl-2-pyridyloxy)-ethyl]-amino]-3-(2-methoxy-phenoxy)-2-propanol). The solvent is C(C)O (ethanol). The product is C(N)(=O)C=1C=CC(=NC1)OCCNCC(COC1=C(C=CC=C1)OC)O (1-[2-(5-carbamoyl-2-pyridyloxy)-ethylamino]-3-(2-methoxy-phenoxy)-2-propanol). RXN SMILES: C([N:8]([CH2:21][CH:22]([OH:33])[CH2:23][O:24][C:25]1[CH:30]=[CH:29][CH:28]=[CH:27][C:26]=1[O:31][CH3:32])[CH2:9][CH2:10][O:11][C:12]1[CH:17]=[CH:16][C:15]([C:18](=[O:20])[NH2:19])=[CH:14][N:13]=1)C1C=CC=CC=1>C(O)C>[C:18]([C:15]1[CH:16]=[CH:17][C:12]([O:11][CH2:10][CH2:9][NH:8][CH2:21][CH:22]([OH:33])[CH2:23][O:24][C:25]2[CH:30]=[CH:29][CH:28]=[CH:27][C:26]=2[O:31][CH3:32])=[N:13][CH:14]=1)(=[O:20])[NH2:19]. Procedure details: A solution of 17.3 g of 1-[N-benzyl-N-[2-(5-carbamoyl-2-pyridyloxy)-ethyl]-amino]-3-(2-methoxy-phenoxy)-2-propanol in 180 ml of ethanol is hydrogenated analogously to Example 1, giving 1-[2-(5-carbamoyl-2-pyridyloxy)-ethylamino]-3-(2-methoxy-phenoxy)-2-propanol, which melts at 132°-133° C. after crystallisation from ethanol. It forms a neutral fumarate as a hemihydrate which melts at 98°-105° C. after crystallisation from methanol. The reactants are COC=1C=C(C=CC1OC)C1=C(C=C(C=C1)C(=O)NC(CCCC=1C=NC=CC1)C)CC=C (3',4'-Dimethoxy-2-(2-propenyl)-N-[1-methyl-4-(3-pyridinyl)butyl][1,1'-biphenyl]-4-carb oxamide). The reagents and catalysts are [Pd] (palladium on carbon). Yields the product COC=1C=C(C=CC1OC)C1=C(C=C(C=C1)C(=O)N[C@@H](CCCC=1C=NC=CC1)C)CCC ((R)-3',4'-Dimethoxy-2-propyl-N-[1-methyl-4-(3-Pyridinyl)butyl][1,1'-biphenyl]-4-carboxamide). Isolated yield 94.6%. RXN SMILES: [CH3:1][O:2][C:3]1[CH:4]=[C:5]([C:11]2[CH:16]=[CH:15][C:14]([C:17]([NH:19][CH:20]([CH3:30])[CH2:21][CH2:22][CH2:23][C:24]3[CH:25]=[N:26][CH:27]=[CH:28][CH:29]=3)=[O:18])=[CH:13][C:12]=2[CH2:31][CH:32]=[CH2:33])[CH:6]=[CH:7][C:8]=1[O:9][CH3:10]>[Pd]>[CH3:1][O:2][C:3]1[CH:4]=[C:5]([C:11]2[CH:16]=[CH:15][C:14]([C:17]([NH:19][C@H:20]([CH3:30])[CH2:21][CH2:22][CH2:23][C:24]3[CH:25]=[N:26][CH:27]=[CH:28][CH:29]=3)=[O:18])=[CH:13][C:12]=2[CH2:31][CH2:32][CH3:33])[CH:6]=[CH:7][C:8]=1[O:9][CH3:10]. Reported procedure: A solution of 282 mg of 3',4'-Dimethoxy-2-(2-propenyl)-N-[1-methyl-4-(3-pyridinyl)butyl][1,1'-biphenyl]-4-carb oxamide was hydrogenated over 40 mg of 10% palladium on carbon to give 268 mg of (R)-3',4'-Dimethoxy-2-propyl-N-[1-methyl-4-(3-Pyridinyl)butyl][1,1'-biphenyl]-4-carboxamide as a foam. Starting materials: COC(=O)c1cnc(C(F)(F)F)c(Br)c1, C1COCCO1, CB1OB(C)OB(C)O1, [K+], [K+], O=C([O-])[O-], O, c1ccc(P(c2ccccc2)(c2ccccc2)[Pd](P(c2ccccc2)(c2ccccc2)c2ccccc2)(P(c2ccccc2)(c2ccccc2)c2ccccc2)P(c2ccccc2)(c2ccccc2)c2ccccc2)cc1. Product: COC(=O)c1cnc(C(F)(F)F)c(C)c1. RXN SMILES: [Br:1][c:2]1[cH:3][c:4]([C:12](=[O:13])[O:14][CH3:15])[cH:5][n:6][c:7]1[C:8]([F:9])([F:10])[F:11].[CH2:31]1[O:32][CH2:33][CH2:34][O:35][CH2:36]1.[CH3:22][B:23]1[O:24][B:25]([CH3:26])[O:27][B:28]([CH3:29])[O:30]1.[K+:16].[K+:17].[O-:18][C:19]([O-:20])=[O:21].[OH2:37].[cH:38]1[cH:39][cH:40][c:41]([P:42]([Pd:43]([P:44]([c:45]2[cH:46][cH:47][cH:48][cH:49][cH:50]2)([c:51]2[cH:52][cH:53][cH:54][cH:55][cH:56]2)[c:57]2[cH:58][cH:59][cH:60][cH:61][cH:62]2)([P:63]([c:64]2[cH:65][cH:66][cH:67][cH:68][cH:69]2)([c:70]2[cH:71][cH:72][cH:73][cH:74][cH:75]2)[c:76]2[cH:77][cH:78][cH:79][cH:80][cH:81]2)[P:82]([c:83]2[cH:84][cH:85][cH:86][cH:87][cH:88]2)([c:89]2[cH:90][cH:91][cH:92][cH:93][cH:94]2)[c:95]2[cH:96][cH:97][cH:98][cH:99][cH:100]2)([c:101]2[cH:102][cH:103][cH:104][cH:105][cH:106]2)[c:107]2[cH:108][cH:109][cH:110][cH:111][cH:112]2)[cH:113][cH:114]1>>[c:2]1([CH3:19])[cH:3][c:4]([C:12](=[O:13])[O:14][CH3:15])[cH:5][n:6][c:7]1[C:8]([F:9])([F:10])[F:11]. The reactants are C(CCC)C1=NC2=CC=C(C=C2C(N1CC1=CC=C(C=C1)C1=C(C=CC=C1)C1=NN=NN1C(C1=CC=CC=C1)(C1=CC=CC=C1)C1=CC=CC=C1)=O)C=C (2-Butyl-6-ethenyl-3-[[2'-[1-(triphenylmethyl)-1H-tetrazol-5-yl]-[1,1'-biphenyl]-4-yl]methyl]-4(3H)-quinazolinone), CC1(CCC=[N+]1[O-])C (5,5-dimethyl-1-pyrroline N-oxide). The solvent is C1(=CC=CC=C1)C (toluene). Yields the product C(CCC)C1=NC2=CC=C(C=C2C(N1CC1=CC=C(C=C1)C1=C(C=CC=C1)C1=NN=NN1C(C1=CC=CC=C1)(C1=CC=CC=C1)C1=CC=CC=C1)=O)[C@@H]1C[C@@H]2N(O1)C(CC2)(C)C (Cis(+/-)-2-Butyl-6-(hexahydro-6,6-dimethylpyrrolo[1,2-b]isoxazol-2-yl)-3-[[2'-[1-(triphenylmethyl)-1H-tetrazol-5-yl][1,1'-biphenyl]-4-yl]methyl]-4(3H)-quinazolinone). Isolated yield 57.2%. Reaction SMILES: [CH2:1]([C:5]1[N:14]([CH2:15][C:16]2[CH:21]=[CH:20][C:19]([C:22]3[CH:27]=[CH:26][CH:25]=[CH:24][C:23]=3[C:28]3[N:32]([C:33]([C:46]4[CH:51]=[CH:50][CH:49]=[CH:48][CH:47]=4)([C:40]4[CH:45]=[CH:44][CH:43]=[CH:42][CH:41]=4)[C:34]4[CH:39]=[CH:38][CH:37]=[CH:36][CH:35]=4)[N:31]=[N:30][N:29]=3)=[CH:18][CH:17]=2)[C:13](=[O:52])[C:12]2[C:7](=[CH:8][CH:9]=[C:10]([CH:53]=[CH2:54])[CH:11]=2)[N:6]=1)[CH2:2][CH2:3][CH3:4].[CH3:55][C:56]1([CH3:62])[N+:60]([O-:61])=[CH:59][CH2:58][CH2:57]1>C1(C)C=CC=CC=1>[CH2:1]([C:5]1[N:14]([CH2:15][C:16]2[CH:17]=[CH:18][C:19]([C:22]3[CH:27]=[CH:26][CH:25]=[CH:24][C:23]=3[C:28]3[N:32]([C:33]([C:40]4[CH:45]=[CH:44][CH:43]=[CH:42][CH:41]=4)([C:46]4[CH:47]=[CH:48][CH:49]=[CH:50][CH:51]=4)[C:34]4[CH:35]=[CH:36][CH:37]=[CH:38][CH:39]=4)[N:31]=[N:30][N:29]=3)=[CH:20][CH:21]=2)[C:13](=[O:52])[C:12]2[C:7](=[CH:8][CH:9]=[C:10]([C@H:53]3[O:61][N:60]4[C:56]([CH3:62])([CH3:55])[CH2:57][CH2:58][C@@H:59]4[CH2:54]3)[CH:11]=2)[N:6]=1)[CH2:2][CH2:3][CH3:4]. Procedure details: To a solution of 0.500 g of 2-Butyl-6-ethenyl-3-[[2'-[1-(triphenylmethyl)-1H-tetrazol-5-yl]-[1,1'-biphenyl]-4-yl]methyl]-4(3H)-quinazolinone in 25 ml of toluene is added 0.161 g of 5,5-dimethyl-1-pyrroline N-oxide and the reaction mixture heated at reflux for 6 hours. The reaction mixture is cooled and concentrated in vacuo to a residue which is purified by chromatography on silica gel by elution with 2:1 ethyl acetate-hexanes to give 0.332 g of the desired product. FAB MASS SPEC 818 (M+H) Reactants: CS(C)=O, NC1CC1, COC(=O)c1cc2c(Oc3ccc(NC(=O)Oc4ccccc4)c(F)c3)ccnc2cc1OC. Product: COC(=O)c1cc2c(Oc3ccc(NC(=O)NC4CC4)c(F)c3)ccnc2cc1OC. Reaction SMILES: [CH3:39][S:40]([CH3:41])=[O:42].[CH:35]1([NH2:38])[CH2:36][CH2:37]1.[F:1][c:2]1[c:3]([NH:25][C:26]([O:27][c:28]2[cH:29][cH:30][cH:31][cH:32][cH:33]2)=[O:34])[cH:4][cH:5][c:6]([O:8][c:9]2[cH:10][cH:11][n:12][c:13]3[cH:14][c:15]([O:23][CH3:24])[c:16]([C:19](=[O:20])[O:21][CH3:22])[cH:17][c:18]23)[cH:7]1>>[F:1][c:2]1[c:3]([NH:25][C:26](=[O:34])[NH:38][CH:35]2[CH2:36][CH2:37]2)[cH:4][cH:5][c:6]([O:8][c:9]2[cH:10][cH:11][n:12][c:13]3[cH:14][c:15]([O:23][CH3:24])[c:16]([C:19](=[O:20])[O:21][CH3:22])[cH:17][c:18]23)[cH:7]1.